From a dataset of the Open Reaction Database (ORD), a public repository of structured organic reaction records. describe an organic reaction: reactants, conditions, products, and yield Product: CCn1cc(C(=O)O)c(=O)c2cc(F)c(N3CCNC(COC)C3)cc21. Reactants: COCC1CNCCN1, CCn1cc(C(=O)O)c(=O)c2cc(F)c(Cl)cc21, c1ccncc1. As a reaction SMILES: [CH3:1][O:2][CH2:3][CH:4]1[NH:5][CH2:6][CH2:7][NH:8][CH2:9]1.[Cl:10][c:11]1[c:12]([F:27])[cH:13][c:14]2[c:15](=[O:26])[c:16]([C:23](=[O:24])[OH:25])[cH:17][n:18]([CH2:21][CH3:22])[c:19]2[cH:20]1.[cH:28]1[cH:29][cH:30][n:31][cH:32][cH:33]1>>[CH3:1][O:2][CH2:3][CH:4]1[NH:5][CH2:6][CH2:7][N:8]([c:11]2[c:12]([F:27])[cH:13][c:14]3[c:15](=[O:26])[c:16]([C:23](=[O:24])[OH:25])[cH:17][n:18]([CH2:21][CH3:22])[c:19]3[cH:20]2)[CH2:9]1. Starting materials: ClCCl, O, Cc1cc(C)c(S(=O)(=O)ON)c(C)c1, OCc1cccnc1. Yields the product N[n+]1cccc(CO)c1, Cc1cc(C)c(S(=O)(=O)[O-])c(C)c1. Reaction SMILES: [Cl:24][CH2:25][Cl:26].[OH2:15].[c:1]1([CH3:14])[c:2]([S:9](=[O:10])(=[O:11])[O:12][NH2:13])[c:3]([CH3:8])[cH:4][c:5]([CH3:7])[cH:6]1.[n:16]1[cH:17][c:18]([CH2:22][OH:23])[cH:19][cH:20][cH:21]1>>[NH2:13][n+:16]1[cH:17][c:18]([CH2:22][OH:23])[cH:19][cH:20][cH:21]1.[c:1]1([CH3:14])[c:2]([S:9](=[O:10])(=[O:11])[O-:12])[c:3]([CH3:8])[cH:4][c:5]([CH3:7])[cH:6]1. Starting materials: CCOCC1CCC(c2ccc(C(=O)Cl)cc2)CC1, Cc1ccccc1, N#Cc1c(F)cc(O)cc1F, O, c1ccncc1. The product is CCOCC1CCC(c2ccc(C(=O)Oc3cc(F)c(C#N)c(F)c3)cc2)CC1. RXN SMILES: [CH2:25]([CH3:26])[O:27][CH2:28][CH:29]1[CH2:30][CH2:31][CH:32]([c:35]2[cH:36][cH:37][c:38]([C:39](=[O:40])[Cl:41])[cH:42][cH:43]2)[CH2:33][CH2:34]1.[CH3:18][c:19]1[cH:20][cH:21][cH:22][cH:23][cH:24]1.[F:1][c:2]1[c:3]([C:4]#[N:5])[c:6]([F:11])[cH:7][c:8]([OH:10])[cH:9]1.[OH2:44].[cH:12]1[cH:13][cH:14][n:15][cH:16][cH:17]1>>[F:1][c:2]1[c:3]([C:4]#[N:5])[c:6]([F:11])[cH:7][c:8]([O:10][C:39]([c:38]2[cH:37][cH:36][c:35]([CH:32]3[CH2:31][CH2:30][CH:29]([CH2:28][O:27][CH2:25][CH3:26])[CH2:34][CH2:33]3)[cH:43][cH:42]2)=[O:40])[cH:9]1. Reactants: Compound 1, N1C[C@@H](CC1)CO ((R)-pyrrolidin-3-ylmethanol), ClC1=NC(=CC2=NC=CN=C21)Cl (5,7-dichloropyrido[4,3-b]pyrazine). The product is ClC1=CC2=NC=CN=C2C(=N1)N1C[C@@H](CC1)CO ((R)-(1-(7-chloropyrido[4,3-b]pyrazin-5-yl)pyrrolidin-3-yl)methanol). RXN SMILES: [NH:1]1[CH2:5][CH2:4][C@@H:3]([CH2:6][OH:7])[CH2:2]1.Cl[C:9]1[C:18]2[C:13](=[N:14][CH:15]=[CH:16][N:17]=2)[CH:12]=[C:11]([Cl:19])[N:10]=1>>[Cl:19][C:11]1[N:10]=[C:9]([N:1]2[CH2:5][CH2:4][C@@H:3]([CH2:6][OH:7])[CH2:2]2)[C:18]2[C:13](=[N:14][CH:15]=[CH:16][N:17]=2)[CH:12]=1. Procedure: The title compound was prepared according to the procedure of Compound 1 (A) using (R)-pyrrolidin-3-ylmethanol and 5,7-dichloropyrido[4,3-b]pyrazine. MS (m/z): 265 (M+H)+. Reactants: COC1=C(C(=O)C2=C(C=CC=C2)OC)C=CC=C1 (2,2'-dimethoxybenzophenone), C(C)(C)[N-]C(C)C.[Li+] (lithium diisopropylamide), C(C)(C)NC(C)C (diisopropylamine), C(CCC)[Li] (n-butyl lithium). Run in O1CCCC1 (tetrahydrofuran), C(C)#N (acetonitrile), CCCCCC (hexane), O1CCCC1 (tetrahydrofuran). Run at time 15 minute. The product is OC(CC#N)(C1=C(C=CC=C1)OC)C1=C(C=CC=C1)OC (beta-hydroxy-beta-(2-methoxyphenyl)-2-methoxybenzenepropanenitrile). As a reaction SMILES: [CH3:1][O:2][C:3]1[CH:18]=[CH:17][CH:16]=[CH:15][C:4]=1[C:5]([C:7]1[CH:12]=[CH:11][CH:10]=[CH:9][C:8]=1[O:13][CH3:14])=[O:6].[CH:19]([N-:22]C(C)C)(C)[CH3:20].[Li+].C(NC(C)C)(C)C.C([Li])CCC>O1CCCC1.CCCCCC.C(#N)C>[OH:6][C:5]([C:4]1[CH:15]=[CH:16][CH:17]=[CH:18][C:3]=1[O:2][CH3:1])([C:7]1[CH:12]=[CH:11][CH:10]=[CH:9][C:8]=1[O:13][CH3:14])[CH2:20][C:19]#[N:22] |f:1.2|. Procedure: As in Example 97, a solution of 2,2'-dimethoxybenzophenone (24.2 g) and acetonitrile (6 mL) in tetrahydrofuran (120 mL) was added to a chilled (-70° C.) solution of lithium diisopropylamide prepared from diisopropylamine (16 mL) and 1.55M n-butyl lithium in hexane (74 mL) in dry tetrahydrofuran (120 mL). After the reaction was kept at -70° C. for 15 minutes, it was allowed to warm to room temperature and then was worked up in the usual manner to furnish 26.4 g of beta-hydroxy-beta-(2-methoxyphen... Reactants: [BH3-]C#N, CC(=O)O, CON=C(C)C1CC1c1c(Cl)cccc1Cl, CCO, [Na+]. Product: CONC(C)C1CC1c1c(Cl)cccc1Cl. As a reaction SMILES: [C:21]([BH3-:22])#[N:23].[CH3:17][C:18](=[O:19])[OH:20].[CH3:1][O:2][N:3]=[C:4]([CH3:5])[CH:6]1[CH:7]([c:9]2[c:10]([Cl:16])[cH:11][cH:12][cH:13][c:14]2[Cl:15])[CH2:8]1.[CH3:25][CH2:26][OH:27].[Na+:24]>>[CH3:1][O:2][NH:3][CH:4]([CH3:5])[CH:6]1[CH:7]([c:9]2[c:10]([Cl:16])[cH:11][cH:12][cH:13][c:14]2[Cl:15])[CH2:8]1. Reactants: ClC1=C(C=C(C=2C(COC21)O)C2O[C@@H]([C@H]([C@@H]([C@H]2OCC2=CC=CC=C2)OCC2=CC=CC=C2)OCC2=CC=CC=C2)COCC2=CC=CC=C2)CC2=CC=C(C=C2)OCC (7-chloro-6-(4-ethoxybenzyl)-4-((3S,4R,5R,6R)-3,4,5-tris(benzyloxy)-6-(benzyloxymethyl)-tetrahydro-2H-pyran-2-yl)-2,3-dihydrobenzofuran-3-ol), IC (iodomethane), [H-].[Na+] (NaH). The solvent is C(=O)(O)[O-].[Na+] (NaHCO3), CN(C)C=O (DMF). Reaction conditions: time 8 hour. The product is ClC1=C(C=C(C=2C(COC21)OC)C2O[C@@H]([C@H]([C@@H]([C@H]2OCC2=CC=CC=C2)OCC2=CC=CC=C2)OCC2=CC=CC=C2)COCC2=CC=CC=C2)CC2=CC=C(C=C2)OCC (7-Chloro-6-(4-ethoxybenzyl)-3-methoxy-4-((3S,4R,5R,6R)-3,4,5-tris(benzyloxy)-6-(benzyloxymethyl)-tetrahydro-2H-pyran-2-yl)-2,3-dihydrobenzofuran). The yield is 90.1%. RXN SMILES: [Cl:1][C:2]1[C:10]2[O:9][CH2:8][CH:7]([OH:11])[C:6]=2[C:5]([CH:12]2[C@H:17]([O:18][CH2:19][C:20]3[CH:25]=[CH:24][CH:23]=[CH:22][CH:21]=3)[C@@H:16]([O:26][CH2:27][C:28]3[CH:33]=[CH:32][CH:31]=[CH:30][CH:29]=3)[C@H:15]([O:34][CH2:35][C:36]3[CH:41]=[CH:40][CH:39]=[CH:38][CH:37]=3)[C@@H:14]([CH2:42][O:43][CH2:44][C:45]3[CH:50]=[CH:49][CH:48]=[CH:47][CH:46]=3)[O:13]2)=[CH:4][C:3]=1[CH2:51][C:52]1[CH:57]=[CH:56][C:55]([O:58][CH2:59][CH3:60])=[CH:54][CH:53]=1.I[CH3:62].[H-].[Na+]>CN(C=O)C.C([O-])(O)=O.[Na+]>[Cl:1][C:2]1[C:10]2[O:9][CH2:8][CH:7]([O:11][CH3:62])[C:6]=2[C:5]([CH:12]2[C@H:17]([O:18][CH2:19][C:20]3[CH:25]=[CH:24][CH:23]=[CH:22][CH:21]=3)[C@@H:16]([O:26][CH2:27][C:28]3[CH:33]=[CH:32][CH:31]=[CH:30][CH:29]=3)[C@H:15]([O:34][CH2:35][C:36]3[CH:41]=[CH:40][CH:39]=[CH:38][CH:37]=3)[C@@H:14]([CH2:42][O:43][CH2:44][C:45]3[CH:46]=[CH:47][CH:48]=[CH:49][CH:50]=3)[O:13]2)=[CH:4][C:3]=1[CH2:51][C:52]1[CH:57]=[CH:56][C:55]([O:58][CH2:59][CH3:60])=[CH:54][CH:53]=1 |f:2.3,5.6|. Reported procedure: To a mixture solution of 7-chloro-6-(4-ethoxybenzyl)-4-((3S,4R,5R,6R)-3,4,5-tris(benzyloxy)-6-(benzyloxymethyl)-tetrahydro-2H-pyran-2-yl)-2,3-dihydrobenzofuran-3-ol (260 mg, 0.314 mmole) and iodomethane (40 μL, 0.628 mmole) in DMF (10 mL) was added NaH (25.1 mg, 0.628 mmole) at 0° C. The resulting solution was stirred at rt overnight, diluted with sat. NaHCO3 and extracted with ethyl acetate. The organic layer was washed with water then brine, dried over MgSO4, filtered, and concentrated in vacu...